The task is: describe an organic reaction: reactants, conditions, products, and yield. This data is from the Open Reaction Database (ORD), a public repository of structured organic reaction records. Starting materials: CO, O=C1CN=C(c2ccccc2)c2cc(C(=O)c3ccc(Cl)cc3)ccc2N1, O. Product: O=C1CN=C(c2ccccc2)c2cc(C(O)c3ccc(Cl)cc3)ccc2N1. RXN SMILES: [CH3:29][OH:30].[Cl:1][c:2]1[cH:3][cH:4][c:5]([C:6](=[O:7])[c:8]2[cH:9][cH:10][c:11]3[c:12]([cH:25]2)[C:13]([c:19]2[cH:20][cH:21][cH:22][cH:23][cH:24]2)=[N:14][CH2:15][C:16](=[O:18])[NH:17]3)[cH:26][cH:27]1.[OH2:28]>>[Cl:1][c:2]1[cH:3][cH:4][c:5]([CH:6]([OH:7])[c:8]2[cH:9][cH:10][c:11]3[c:12]([cH:25]2)[C:13]([c:19]2[cH:20][cH:21][cH:22][cH:23][cH:24]2)=[N:14][CH2:15][C:16](=[O:18])[NH:17]3)[cH:26][cH:27]1. The reactants are CCI, COc1cc2c(cc1OC)CCCC(C(=O)N1CCN(Cc3cc(OC)c(OC)c(OC)c3)CC1CO)=C2, CN(C)C=O, [H-], [Na+]. Product: CCOCC1CN(Cc2cc(OC)c(OC)c(OC)c2)CCN1C(=O)C1=Cc2cc(OC)c(OC)cc2CCC1. Reaction SMILES: [CH2:41]([CH3:42])[I:43].[CH3:1][O:2][c:3]1[c:4]([O:37][CH3:38])[cH:5][c:6]2[c:7]([cH:36]1)[CH:8]=[C:9]([C:13](=[O:14])[N:15]1[CH:16]([CH2:34][OH:35])[CH2:17][N:18]([CH2:21][c:22]3[cH:23][c:24]([O:32][CH3:33])[c:25]([O:30][CH3:31])[c:26]([O:28][CH3:29])[cH:27]3)[CH2:19][CH2:20]1)[CH2:10][CH2:11][CH2:12]2.[CH3:44][N:45]([CH3:46])[CH:47]=[O:48].[H-:39].[Na+:40]>>[CH3:1][O:2][c:3]1[c:4]([O:37][CH3:38])[cH:5][c:6]2[c:7]([cH:36]1)[CH:8]=[C:9]([C:13](=[O:14])[N:15]1[CH:16]([CH2:34][O:35][CH2:41][CH3:42])[CH2:17][N:18]([CH2:21][c:22]3[cH:23][c:24]([O:32][CH3:33])[c:25]([O:30][CH3:31])[c:26]([O:28][CH3:29])[cH:27]3)[CH2:19][CH2:20]1)[CH2:10][CH2:11][CH2:12]2. Starting materials: BrCC(=O)Cl (bromoacetyl chloride), C(Cl)(Cl)Cl (chloroform), NC1=COC2=CC=CC=C2C1=O (3-aminochromone), C(C)(C)N(C(C)C)CC (N,N-diisopropylethylamine). Run in C1(=CC=CC=C1)C (toluene), C1(=CC=CC=C1)C (toluene). Reaction conditions: temperature 40 celsius. Product: BrCC(=O)NC1=COC2=C(C1=O)C=CC=C2 (2-bromo-N-(4-oxo-1-benzopyran-3-yl)-acetamide). Reaction SMILES: C(Cl)(Cl)Cl.[NH2:5][C:6]1[C:15](=[O:16])[C:14]2[C:9](=[CH:10][CH:11]=[CH:12][CH:13]=2)[O:8][CH:7]=1.C(N(CC)C(C)C)(C)C.[Br:26][CH2:27][C:28](Cl)=[O:29]>C1(C)C=CC=CC=1>[Br:26][CH2:27][C:28]([NH:5][C:6]1[C:15](=[O:16])[C:14]2[CH:13]=[CH:12][CH:11]=[CH:10][C:9]=2[O:8][CH:7]=1)=[O:29]. Reported procedure: 10 ml of chloroform are added to 8 g of 3-aminochromone in 200 ml of toluene and the mixture is warmed to 40° C. After cooling to 20° C., 10 ml of N,N-diisopropylethylamine are added with stirring, followed by the addition of 4.8 ml of bromoacetyl chloride in 20 ml of toluene at 10° C. in the course of 5 minutes. When the addition is complete, the reaction mixture is stirred for 1 hour at room temperature. The crystalline precipitate which has formed is collected by suction, washed with water an... The product is C(C1=CC=CC=C1)N(C=1C2=C(SC1C1=CC=CC=C1)C=CC=C2)CC2=CC=CC=C2 (3-dibenzylamino-2-phenyl-benzo(b)thiophene). Reaction SMILES: [NH2:1][C:2]1[C:3]2[CH:16]=[CH:15][CH:14]=[CH:13][C:4]=2[S:5][C:6]=1[C:7]1[CH:12]=[CH:11][CH:10]=[CH:9][CH:8]=1.[CH2:17](Br)[C:18]1[CH:23]=[CH:22][CH:21]=[CH:20][CH:19]=1.C([O-])([O-])=O.[K+].[K+].O>C(Cl)(Cl)Cl>[CH2:17]([N:1]([CH2:2][C:3]1[CH:16]=[CH:15][CH:14]=[CH:13][CH:4]=1)[C:2]1[C:3]2[CH:16]=[CH:15][CH:14]=[CH:13][C:4]=2[S:5][C:6]=1[C:7]1[CH:12]=[CH:11][CH:10]=[CH:9][CH:8]=1)[C:18]1[CH:23]=[CH:22][CH:21]=[CH:20][CH:19]=1 |f:2.3.4|. The reactants are O (water), NC=1C2=C(SC1C1=CC=CC=C1)C=CC=C2 (3-amino-2-phenyl benzo(b)thiophene), C(C1=CC=CC=C1)Br (benzyl bromide), C(=O)([O-])[O-].[K+].[K+] (K2CO3). Run at time 20 hour. Reported procedure: A mixture of 2.25 g (10 mmol) of 3-amino-2-phenyl benzo(b)thiophene, 3.8 g (22 mmol) of benzyl bromide, 3.6 g (26 mmol) of K2CO3 and 0.5 g (3.3 mmol) of NAI in 25 ml of absolute CHCl3 is refluxed with stirring for 20 hours. After cooling, it is mixed with water, the organic phase is dried and washed with water. After drying over calcium carbonate and elimination of the solvent, there remains 3-dibenzylamino-2-phenyl-benzo(b)thiophene in the form of a crude oily product which crystallises in etha... Solvent: C(Cl)(Cl)Cl (CHCl3). Reactants: FC1=C(C=C(C=C1)F)SC1=C(C=O)C=C(C=C1)OC (2-(2,5-difluorophenylthio)-5-methoxy-benzaldehyde), [Cl-].[NH4+] (ammonium chloride), ClC1CCN(CC1)C (4-chloro-1-methylpiperidine), [Mg] (magnesium). Yield: 99.5%. As a reaction SMILES: Cl[CH:2]1[CH2:7][CH2:6][N:5]([CH3:8])[CH2:4][CH2:3]1.[Mg].[F:10][C:11]1[CH:16]=[CH:15][C:14]([F:17])=[CH:13][C:12]=1[S:18][C:19]1[CH:26]=[CH:25][C:24]([O:27][CH3:28])=[CH:23][C:20]=1[CH:21]=[O:22].[Cl-].[NH4+]>O1CCCC1>[CH3:8][N:5]1[CH2:6][CH2:7][CH:2]([CH:21]([OH:22])[C:20]2[CH:23]=[C:24]([O:27][CH3:28])[CH:25]=[CH:26][C:19]=2[S:18][C:12]2[CH:13]=[C:14]([F:17])[CH:15]=[CH:16][C:11]=2[F:10])[CH2:3][CH2:4]1 |f:3.4|. The product is Grignard reagent, CN1CCC(CC1)C(C1=C(C=CC(=C1)OC)SC1=C(C=CC(=C1)F)F)O (α-(1-methyl-4-piperidyl)-2-(2,5-difluorophenylthio)-5-methoxybenzyl alcohol). Procedure details: A solution of a Grignard reagent is prepared by a reaction of 6.7 g of 4-chloro-1-methylpiperidine with 1.25 g of magnesium in 40 ml of tetrahydrofuran and is treated while stirring for 10 minutes with a solution of 9.35 g 2-(2,5-difluorophenylthio)-5-methoxy-benzaldehyde in 20 ml of tetrahydrofuran, added dropwise. The mixture is refluxed for 3 hours and, after cooling, it is decomposed with a 20% ammonium chloride solution and extracted with benzene. The extract is washed with water, dried wit... Run in O1CCCC1 (tetrahydrofuran), O1CCCC1 (tetrahydrofuran). The reactants are ClC1=C(C=C(C=C1)O)[N+](=O)[O-] (4-chloro-3-nitrophenol), C(C)(=O)O (acetic acid). Reagents/catalysts: [Fe] (Iron). Solvent: O (water). Run at temperature 100 celsius. Product: NC=1C=C(C=CC1Cl)O (3-amino-4-chlorophenol). Yield: 88.2%. RXN SMILES: [Cl:1][C:2]1[CH:7]=[CH:6][C:5]([OH:8])=[CH:4][C:3]=1[N+:9]([O-])=O.C(O)(=O)C>O.[Fe]>[NH2:9][C:3]1[CH:4]=[C:5]([OH:8])[CH:6]=[CH:7][C:2]=1[Cl:1]. Procedure: A 100-mL round bottomed flask equipped with a magnetic stir bar was charged with 4-chloro-3-nitrophenol (6.0 g, 34.6 mmol) and acetic acid (60 mL). Iron powder (325 mesh) (19.31 g, 346 mmol) was added, and the mixture was heated at 100° C. for 30 min. The mixture was cooled to room temperature and diluted with water (40 mL). The mixture was then filtered through a pad of Celite and rinsed with water. The filtrate was then extracted with ethyl acetate, and the combined extracts were concentrated ... Starting materials: C(C)(C)(C)OC(=O)N[C@H]1C[C@@H](N(C1)CC1=CC=CC=C1)C ((2S,4S)-4-t-butoxycarbonylamino-2-methyl-1-N-benzylpyrrolidine), [H][H] (hydrogen). Reagents/catalysts: [Pd] (Pd/C). Solvent: CO (methanol). Yields the product C(C)(C)(C)OC(=O)N[C@H]1C[C@@H](NC1)C ((2S,4S)-4-t-Butoxycarbonylamino-2-methylpyrrolidine). RXN SMILES: [C:1]([O:5][C:6]([NH:8][C@@H:9]1[CH2:13][N:12](CC2C=CC=CC=2)[C@@H:11]([CH3:21])[CH2:10]1)=[O:7])([CH3:4])([CH3:3])[CH3:2].[H][H]>CO.[Pd]>[C:1]([O:5][C:6]([NH:8][C@@H:9]1[CH2:13][NH:12][C@@H:11]([CH3:21])[CH2:10]1)=[O:7])([CH3:4])([CH3:2])[CH3:3]. Procedure: A 4.500 g (15.50 mmol) sample of (2S,4S)-4-t-butoxycarbonylamino-2-methyl-1-N-benzylpyrrolidine, from Example 2 above, was dissolved in 150 mL of methanol, 0.90 g of 10% Pd/C was added and the mixture shaken under 4 atm of hydrogen at room temperature for 13 hours. The mixture was concentrated, the catalyst was removed by filtration, and the solvent removed to afford 3.081 g of the title compound as a white solid. MS M/Z: 201 (M+H). NMR (CDCl3) δ: 1.15 (d, 3H, J=6 Hz), 1.44 (s, (1H), 1.54-1.63 (... The reactants are N#CC=1OC(=CC1)C. Reagents/catalysts: N=1C=CC(=CC1C=2N=CC=C(C2)C(C)(C)C)C(C)(C)C, O1BOC(C)(C)C1(C)C, C[OH2+].C[OH2+].C1CC=CCCC=C1.C1CC=CCCC=C1.[Ir].[Ir]. Run in O1CCCC1. Conditions: temperature 25 celsius, time 0.5 hour. Yields the product N#CC=1OC(=CC1B2OC(C)(C)C(O2)(C)C)C, N#CC=1OC(=C(C1)B2OC(C)(C)C(O2)(C)C)C. The yield is 10.0%.